The task is: describe an organic reaction: reactants, conditions, products, and yield. This data is from the Open Reaction Database (ORD), a public repository of structured organic reaction records. The reactants are ClC1=CC(=C2C(=N1)NN=C2O)C (6-chloro-4-methyl-1H-pyrazolo-[3,4-b]pyridin-3-ol), N(=C=O)C1CCCC2=CC=CC=C12 (1-isocyanato-1,2,3,4-tetrahydronaphthalene). The solvent is C1CCOC1.CN(C)C=O (THF DMF). Yields the product C1(CCCC2=CC=CC=C12)NC(=O)N1NC2=NC(=CC(=C2C1=O)C)Cl (6-Chloro-4-methyl-3-oxo-1,3-dihydropyrazolo[3,4-b]pyridine -2-carboxylic acid (1,2,3,4-tetrahydronaphthalen-1-yl)amide). Reaction SMILES: [Cl:1][C:2]1[N:7]=[C:6]2[NH:8][N:9]=[C:10]([OH:11])[C:5]2=[C:4]([CH3:12])[CH:3]=1.[N:13]([CH:16]1[C:25]2[C:20](=[CH:21][CH:22]=[CH:23][CH:24]=2)[CH2:19][CH2:18][CH2:17]1)=[C:14]=[O:15]>C1COCC1.CN(C=O)C>[CH:16]1([NH:13][C:14]([N:9]2[C:10](=[O:11])[C:5]3[C:6](=[N:7][C:2]([Cl:1])=[CH:3][C:4]=3[CH3:12])[NH:8]2)=[O:15])[C:25]2[C:20](=[CH:21][CH:22]=[CH:23][CH:24]=2)[CH2:19][CH2:18][CH2:17]1 |f:2.3|. Procedure: In analogy to example 1c, 200 mg (1.089 mmol) of 6-chloro-4-methyl-1H-pyrazolo-[3,4-b]pyridin-3-ol were reacted with 226.4 mg (1.2 mmol) of 1-isocyanato-1,2,3,4-tetrahydronaphthalene in THF/DMF at RT. Yield: 142 mg (37%), M+H+: 357.35. Starting materials: CCCN1CCC(CN)CC1, c1ccc2c(c1)[nH]c1cccc(OCC3CO3)c12. As a reaction SMILES: [NH2:19][CH2:20][CH:21]1[CH2:22][CH2:23][N:24]([CH2:27][CH2:28][CH3:29])[CH2:25][CH2:26]1.[O:1]1[CH:2]([CH2:4][O:5][c:6]2[cH:7][cH:8][cH:9][c:10]3[nH:11][c:12]4[cH:13][cH:14][cH:15][cH:16][c:17]4[c:18]23)[CH2:3]1>>[OH:1][CH:2]([CH2:3][NH:19][CH2:20][CH:21]1[CH2:22][CH2:23][N:24]([CH2:27][CH2:28][CH3:29])[CH2:25][CH2:26]1)[CH2:4][O:5][c:6]1[cH:7][cH:8][cH:9][c:10]2[nH:11][c:12]3[cH:13][cH:14][cH:15][cH:16][c:17]3[c:18]12. Product: CCCN1CCC(CNCC(O)COc2cccc3[nH]c4ccccc4c23)CC1. Starting materials: ClC=1N=C(NC1C=1C=C(C(=O)O)C=CC1C)C1CCOCC1 (3-(4-chloro-2-(tetrahydro-2H-pyran-4-yl)-1H-imidazol-5-yl)-4-methylbenzoic acid), Cl.N1CC(C1)C1=CC=C(C#N)C=C1 (4-(azetidin-3-yl)benzonitrile hydrochloride), Cl.N1CC(C1)C1=CC=C(C#N)C=C1 (4-(azetidin-3-yl)benzonitrile hydrochloride), CCN=C=NCCCN(C)C.Cl (EDC.HCl), ClC=1N=C(NC1C=1C=C(C(=O)O)C=CC1C)C1CCOCC1 (3-(4-chloro-2-(tetrahydro-2H-pyran-4-yl)-1H-imidazol-5-yl)-4-methylbenzoic acid). Reagents/catalysts: CN(C1=CC=NC=C1)C (4-dimethylaminopyridine). Run in CCOC(=O)C (EtOAc), CN(C=O)C (N,N-dimethylformamide). Conditions: temperature 25 celsius, time 3 hour. Yields the product ClC=1N=C(NC1C=1C=C(C(=O)N2CC(C2)C2=CC=C(C#N)C=C2)C=CC1C)C1CCOCC1 (4-(1-(3-(4-Chloro-2-(tetrahydro-2H-pyran-4-yl)-1H-imidazol-5-yl)-4-methylbenzoyl)azetidin-3-yl)benzonitrile). Yield: 61.5%. As a reaction SMILES: [Cl:1][C:2]1[N:3]=[C:4]([CH:17]2[CH2:22][CH2:21][O:20][CH2:19][CH2:18]2)[NH:5][C:6]=1[C:7]1[CH:8]=[C:9]([CH:13]=[CH:14][C:15]=1[CH3:16])[C:10]([OH:12])=O.Cl.[NH:24]1[CH2:27][CH:26]([C:28]2[CH:35]=[CH:34][C:31]([C:32]#[N:33])=[CH:30][CH:29]=2)[CH2:25]1.CCN=C=NCCCN(C)C.Cl>CN(C)C=O.CN(C)C1C=CN=CC=1.CCOC(C)=O>[Cl:1][C:2]1[N:3]=[C:4]([CH:17]2[CH2:22][CH2:21][O:20][CH2:19][CH2:18]2)[NH:5][C:6]=1[C:7]1[CH:8]=[C:9]([CH:13]=[CH:14][C:15]=1[CH3:16])[C:10]([N:24]1[CH2:27][CH:26]([C:28]2[CH:35]=[CH:34][C:31]([C:32]#[N:33])=[CH:30][CH:29]=2)[CH2:25]1)=[O:12] |f:1.2,3.4|. Reported procedure: Into a 25-mL round-bottom flask, was placed a solution of 3-(4-chloro-2-(tetrahydro-2H-pyran-4-yl)-1H-imidazol-5-yl)-4-methylbenzoic acid (compound 241.4, 150 mg, 0.47 mmol) in N,N-dimethylformamide (3 mL). 4-(Azetidin-3-yl)benzonitrile hydrochloride (compound 5.2, 91 mg, 0.47 mmol), EDC.HCl (180 mg, 0.94 mmol), 4-dimethylaminopyridine (114 mg, 0.93 mmol) were added to the reaction. The reaction mixture was stirred for 3 h at 25° C., then diluted with 80 mL of EtOAc. The organic layer was washed... Starting materials: [OH-].[Li+] (lithium hydroxide), O1CCCC1 (tetrahydrofuran), COC(C1=CC(=CC=C1)OCC(NC1=CC=C(C=C1)C#N)=O)=O (3-[(4-cyano-phenylcarbamoyl)-methoxy]-benzoic acid methyl ester), CO (MeOH). The solvent is O (water), O (water). Conditions: time 36 hour. The product is C(#N)C1=CC=C(C=C1)NC(=O)COC=1C=C(C(=O)O)C=CC1 (3-[(4-cyano-phenylcarbamoyl)-methoxy]-benzoic acid). The yield is 60.8%. As a reaction SMILES: [OH-].[Li+].C[O:4][C:5](=[O:25])[C:6]1[CH:11]=[CH:10][CH:9]=[C:8]([O:12][CH2:13][C:14](=[O:24])[NH:15][C:16]2[CH:21]=[CH:20][C:19]([C:22]#[N:23])=[CH:18][CH:17]=2)[CH:7]=1.CO.O1CCCC1>O>[C:22]([C:19]1[CH:18]=[CH:17][C:16]([NH:15][C:14]([CH2:13][O:12][C:8]2[CH:7]=[C:6]([CH:11]=[CH:10][CH:9]=2)[C:5]([OH:25])=[O:4])=[O:24])=[CH:21][CH:20]=1)#[N:23] |f:0.1|. Procedure: Add lithium hydroxide (0.10 g, 4.18 mmol) to a suspension of 3-[(4-cyano-phenylcarbamoyl)-methoxy]-benzoic acid methyl ester (0.50 g, 1.61 mmol) in a 1:1:1 mixture of water: MeOH: tetrahydrofuran. Stir the mixture at room temperature for 36 h then dilute with water and wash with EtOAc. Adjust the pH of the aqueous phase by the addition of a 1 N solution of hydrochloric acid. Extract the mixture with EtOAc and dry the combined organic phase over anhydrous sodium sulfate. Concentrate under reduced... Procedure: A solution of 7.0 g (46.7 mmol) tetrahydrofurfurylcyclopentadiene prepared according to step (b) above in 50 ml THF was added to 1.82 g (46.5 mmol) clean, dry potassium metal under nitrogen. This was stirred for two hours at room temperature and was then warmed to 40° C. for a further two hours. After cooling, the solution was filtered and the remaining potassium washed, dried and weighed. The yield of potassium tetrahydrofurfuryl-cyclopentadienylide (KCp') was calculated to be 6.26 g (33.3 mmol... The reactants are KCp, [Cl-].[Cl-].[Cl-].[Cl-].[Zr+4] (zirconium tetrachloride), C(C1CCCO1)C1=CC=CC1 (tetrahydrofurfurylcyclopentadiene), O (water), [K] (potassium). Conditions: time 2 hour. The yield is 61.1%. Run in C1CCOC1 (THF), C1CCOC1 (THF). The product is [Cl-].[Cl-].C(C1CCCO1)C=1C(C=CC1)[Zr+2]C1C(=CC=C1)CC1CCCO1 (Bis(2-tetrahydrofurfuryl-cyclopentadienyl) Zirconium Dichloride). As a reaction SMILES: [CH2:1]([C:7]1[CH2:11][CH:10]=[CH:9][CH:8]=1)[CH:2]1[O:6][CH2:5][CH2:4][CH2:3]1.[K].[Cl-:13].[Cl-].[Cl-].[Cl-].[Zr+4:17].[OH2:18]>C1COCC1>[Cl-:13].[Cl-:13].[CH2:1]([C:7]1[CH:11]([Zr+2:17][CH:11]2[CH:10]=[CH:9][CH:8]=[C:7]2[CH2:1][CH:2]2[O:18][CH2:5][CH2:4][CH2:3]2)[CH:10]=[CH:9][CH:8]=1)[CH:2]1[O:6][CH2:5][CH2:4][CH2:3]1 |f:2.3.4.5.6,9.10.11,^1:11|. The product is OC(CCc1ccccn1)C(F)(F)F. As a reaction SMILES: [CH2:37]1[O:38][CH2:39][CH2:40][CH2:41]1.[CH3:11][Si:12]([C:13]([F:14])([F:15])[F:16])([CH3:17])[CH3:18].[CH3:20][CH2:21][CH2:22][CH2:23][N+:24]([CH2:25][CH2:26][CH2:27][CH3:28])([CH2:29][CH2:30][CH2:31][CH3:32])[CH2:33][CH2:34][CH2:35][CH3:36].[F-:19].[n:1]1[c:2]([CH2:7][CH2:8][CH:9]=[O:10])[cH:3][cH:4][cH:5][cH:6]1>>[n:1]1[c:2]([CH2:7][CH2:8][CH:9]([OH:10])[C:13]([F:14])([F:15])[F:16])[cH:3][cH:4][cH:5][cH:6]1. Starting materials: C1CCOC1, C[Si](C)(C)C(F)(F)F, CCCC[N+](CCCC)(CCCC)CCCC, [F-], O=CCCc1ccccn1. Starting materials: [OH-].[Na+] (NaOH), OO (H2O2), CN1C(=NN=C1C1=CC=CC=C1)CCCC=C (4-methyl-3-(4-penten-1-yl)-5-phenyl-4H-1,2,4-triazole), B1C2CCCC1CCC2 (9-BBN), B1C2CCCC1CCC2 (9-BBN). The solvent is C1CCOC1 (THF). Reaction conditions: time 1 hour. The product is CN1C(=NN=C1C1=CC=CC=C1)CCCCCO (5-(4-methyl-5-phenyl-4H-1,2,4-triazol-3-yl)-1-pentanol). RXN SMILES: [CH3:1][N:2]1[C:6]([C:7]2[CH:12]=[CH:11][CH:10]=[CH:9][CH:8]=2)=[N:5][N:4]=[C:3]1[CH2:13][CH2:14][CH2:15][CH:16]=[CH2:17].B1C2CCCC1CCC2.[OH-:27].[Na+].OO>C1COCC1>[CH3:1][N:2]1[C:6]([C:7]2[CH:8]=[CH:9][CH:10]=[CH:11][CH:12]=2)=[N:5][N:4]=[C:3]1[CH2:13][CH2:14][CH2:15][CH2:16][CH2:17][OH:27] |f:2.3|. Reported procedure: To a solution of 4-methyl-3-(4-penten-1-yl)-5-phenyl-4H-1,2,4-triazole (200 mg, 0.88 mmol) in THF (1 mL) was added 9-BBN (0.5M in THF, 1.76 mmol) and the solution was refluxed for 2 h. Two more portions of 9-BBN (0.88 mmol) were added, each after 1 h. The reaction mixture was cooled down at 0 C and was added NaOH (3M, 21Mmol) in one portion followed by dropwise addition of H2O2 (33% in water, 21Mmol). The mixture was stirred for another 2 h at r.t.